This data is from the Open Reaction Database (ORD), a public repository of structured organic reaction records. The task is: describe an organic reaction: reactants, conditions, products, and yield Reactants: O=C([O-])[O-], CCc1n[nH]c(C(N)=O)c1[N+](=O)[O-], CCOC(C)=O, BrCC1CC1, [Cs+], [Cs+], CN(C)C=O, O. The product is CCc1nn(CC2CC2)c(C(N)=O)c1[N+](=O)[O-]. RXN SMILES: [C:14](=[O:15])([O-:16])[O-:17].[CH2:1]([CH3:2])[c:3]1[n:4][nH:5][c:6]([C:11](=[O:12])[NH2:13])[c:7]1[N+:8](=[O:9])[O-:10].[CH3:25][CH2:26][O:27][C:28](=[O:29])[CH3:30].[CH:20]1([CH2:23][Br:24])[CH2:21][CH2:22]1.[Cs+:18].[Cs+:19].[O:31]=[CH:32][N:33]([CH3:34])[CH3:35].[OH2:36]>>[CH2:1]([CH3:2])[c:3]1[n:4][n:5]([CH2:23][CH:20]2[CH2:21][CH2:22]2)[c:6]([C:11](=[O:12])[NH2:13])[c:7]1[N+:8](=[O:9])[O-:10]. Starting materials: CCn1c(Cc2ccnn2-c2cccc(F)c2)nc2cc(C(C)=O)ccc21, CC(=O)[O-], CO, Cl, [Na+], CON. Yields the product CCn1c(Cc2ccnn2-c2cccc(F)c2)nc2cc(C(C)=NOC)ccc21. RXN SMILES: [CH2:1]([CH3:2])[n:3]1[c:4]([CH2:15][c:16]2[n:17](-[c:21]3[cH:22][c:23]([F:27])[cH:24][cH:25][cH:26]3)[n:18][cH:19][cH:20]2)[n:5][c:6]2[c:7]1[cH:8][cH:9][c:10]([C:12]([CH3:13])=[O:14])[cH:11]2.[CH3:33][C:34](=[O:35])[O-:36].[CH3:37][OH:38].[ClH:28].[Na+:32].[O:29]([CH3:30])[NH2:31]>>[CH2:1]([CH3:2])[n:3]1[c:4]([CH2:15][c:16]2[n:17](-[c:21]3[cH:22][c:23]([F:27])[cH:24][cH:25][cH:26]3)[n:18][cH:19][cH:20]2)[n:5][c:6]2[c:7]1[cH:8][cH:9][c:10]([C:12]([CH3:13])=[N:31][O:29][CH3:30])[cH:11]2. The reactants are FC(CN1C(C2=CC=C(C=C2C1)S[Si](C(C)C)(C(C)C)C(C)C)=O)(F)F (2-(2,2,2-trifluoroethyl)-5-(triisopropylsilylthio)-isoindolin-1-one), Cl (hydrochloric acid). Run in CO (methanol), O1CCCC1 (tetrahydrofuran). Conditions: time 2 hour. Yields the product SC=1C=C2CN(C(C2=CC1)=O)CC(F)(F)F (5-mercapto-2-(2,2,2-trifluoroethyl)isoindolin-1-one). The yield is 91.8%. As a reaction SMILES: [F:1][C:2]([F:26])([F:25])[CH2:3][N:4]1[CH2:12][C:11]2[C:6](=[CH:7][CH:8]=[C:9]([S:13][Si](C(C)C)(C(C)C)C(C)C)[CH:10]=2)[C:5]1=[O:24].Cl>CO.O1CCCC1>[SH:13][C:9]1[CH:10]=[C:11]2[C:6](=[CH:7][CH:8]=1)[C:5](=[O:24])[N:4]([CH2:3][C:2]([F:25])([F:1])[F:26])[CH2:12]2. Reported procedure: 2-(2,2,2-trifluoroethyl)-5-(triisopropylsilylthio)-isoindolin-1-one (1.39 g, 3.45 mmol) was dissolved in a solution of hydrochloric acid (6.7 ml, 1.25 M, 8.62 mmol) in methanol (10 ml) and tetrahydrofuran (10 ml) and stirred at room temperature for 2 hours. The reaction mixture was concentrated in vacuo to afford the desired compound as an off-white solid (0.783 g, 92% yield). 1H NMR (CDCl3, 400 MHz) 3.70 (1H, s), 4.22 (2H, q), 4.53 (2H, s), 7.35-7.39 (2H, m) and 7.76 (1H, d); MS (ES+) 248, (ES−... The reactants are C(C)OC(=O)N1CCN(CC1)C([C@H](CCC(=O)OC(C)(C)C)NC(=O)C1=NN(C(=C1)O)C1=CC(=CC=C1)OC)=O (4-((S)-4-tert-Butoxycarbonyl-2-{[5-hydroxy-1-(3-methoxy-phenyl)-1H-pyrazole-3-carbonyl]-amino}-butyryl)-piperazine-1-carboxylic acid ethyl ester), C([O-])([O-])=O.[Cs+].[Cs+] (cesium carbonate), C(C)OC(=O)C1(CCC1)Br (1-Bromo-cyclobutanecarboxylic acid ethyl ester). The solvent is CN(C)C=O (DMF), O (water). Conditions: temperature 100 celsius. Product: C(C)OC(=O)N1CCN(CC1)C([C@H](CCC(=O)OC(C)(C)C)NC(=O)C1=NN(C(=C1)OC1(CCC1)C(=O)OCC)C1=CC(=CC=C1)OC)=O (4-((S)-4-tert-Butoxycarbonyl-2-{[5-(1-ethoxycarbonyl-cyclobutoxy)-1-(3-methoxy-phenyl)-1H-pyrazole-3-carbonyl]-amino}-butyryl)-piperazine-1-carboxylic acid ethyl ester). As a reaction SMILES: [CH2:1]([O:3][C:4]([N:6]1[CH2:11][CH2:10][N:9]([C:12](=[O:40])[C@@H:13]([NH:23][C:24]([C:26]2[CH:30]=[C:29]([OH:31])[N:28]([C:32]3[CH:37]=[CH:36][CH:35]=[C:34]([O:38][CH3:39])[CH:33]=3)[N:27]=2)=[O:25])[CH2:14][CH2:15][C:16]([O:18][C:19]([CH3:22])([CH3:21])[CH3:20])=[O:17])[CH2:8][CH2:7]1)=[O:5])[CH3:2].C(=O)([O-])[O-].[Cs+].[Cs+].[CH2:47]([O:49][C:50]([C:52]1(Br)[CH2:55][CH2:54][CH2:53]1)=[O:51])[CH3:48]>CN(C=O)C.O>[CH2:1]([O:3][C:4]([N:6]1[CH2:11][CH2:10][N:9]([C:12](=[O:40])[C@@H:13]([NH:23][C:24]([C:26]2[CH:30]=[C:29]([O:31][C:52]3([C:50]([O:49][CH2:47][CH3:48])=[O:51])[CH2:55][CH2:54][CH2:53]3)[N:28]([C:32]3[CH:37]=[CH:36][CH:35]=[C:34]([O:38][CH3:39])[CH:33]=3)[N:27]=2)=[O:25])[CH2:14][CH2:15][C:16]([O:18][C:19]([CH3:21])([CH3:22])[CH3:20])=[O:17])[CH2:8][CH2:7]1)=[O:5])[CH3:2] |f:1.2.3|. Procedure: To a solution of 100 mg of 4-((S)-4-tert-Butoxycarbonyl-2-{[5-hydroxy-1-(3-methoxy-phenyl)-1H-pyrazole-3-carbonyl]-amino}-butyryl)-piperazine-1-carboxylic acid ethyl ester in 4 ml of DMF, 116 mg of cesium carbonate and 74 mg of 1-Bromo-cyclobutanecarboxylic acid ethyl ester was added and heated to 100° C. for 3 h. Then, the reaction mixture was diluted with water and filtered through a Chem Elut® cartridge by eluting with ethyl acetate. The solvents were removed under reduced pressure. The crude... The reactants are O (Water), COCCOCCOCCO (Triethyleneglycol monomethyl ether), BrCC(=O)OCC1=CC=CC=C1 (benzyl bromoacetate), C(=O)([O-])[O-].[K+].[K+] (K2CO3). The solvent is CN(C)C=O (DMF). Conditions: time 8 hour. Yields the product C(COCCOCCOCCOC)(=O)OCC1=CC=CC=C1 (Benzyl 3,6,9,12-Tetraoxatridecanoate). As a reaction SMILES: [CH3:1][O:2][CH2:3][CH2:4][O:5][CH2:6][CH2:7][O:8][CH2:9][CH2:10][OH:11].Br[CH2:13][C:14]([O:16][CH2:17][C:18]1[CH:23]=[CH:22][CH:21]=[CH:20][CH:19]=1)=[O:15].C([O-])([O-])=O.[K+].[K+].O>CN(C=O)C>[C:14]([O:16][CH2:17][C:18]1[CH:23]=[CH:22][CH:21]=[CH:20][CH:19]=1)(=[O:15])[CH2:13][O:11][CH2:10][CH2:9][O:8][CH2:7][CH2:6][O:5][CH2:4][CH2:3][O:2][CH3:1] |f:2.3.4|. Procedure: Triethyleneglycol monomethyl ether (10 mmol) and benzyl bromoacetate (11 mmol) are added to a suspension of anhydrous K2CO3 (15 mmol) in 50 ml anhydrous DMF. The suspension is stirred at room temperature overnight. Water is added and the emulsion is extracted with ethyl acetate (3×200 ml), washed with water, brine, and dried with MgSO4. The solvent is evaporated and the residual oil purified by flash chromatography to give the title compound. Reactants: OCc1cccc(Br)n1, C1CCOC1, CN=C=O, CN(C)c1ccncc1, [Cl-], [H-], [NH4+], [Na+], O. Yields the product CNC(=O)OCc1cccc(Br)n1. As a reaction SMILES: [Br:1][c:2]1[cH:3][cH:4][cH:5][c:6]([CH2:8][OH:9])[n:7]1.[CH2:27]1[O:28][CH2:29][CH2:30][CH2:31]1.[CH3:10][N:11]=[C:12]=[O:13].[CH3:18][N:19]([c:20]1[cH:21][cH:22][n:23][cH:24][cH:25]1)[CH3:26].[Cl-:16].[H-:14].[NH4+:17].[Na+:15].[OH2:32]>>[Br:1][c:2]1[cH:3][cH:4][cH:5][c:6]([CH2:8][O:9][C:12]([NH:11][CH3:10])=[O:13])[n:7]1.